From a dataset of the Open Reaction Database (ORD), a public repository of structured organic reaction records. describe an organic reaction: reactants, conditions, products, and yield Reactants: amide, C(C)(C)(C)OC(NC(C(N(C)C)=O)C1=CC=C(C=C1)OC1=CC=C(C=C1)CCC(N)=O)=O (({4-[4-(2-carbamoylethyl)phenoxy]-phenyl}-dimethylcarbamoylmethyl)-carbamic acid tert-butyl ester), C(Cl)Cl (CH2Cl2). Run at temperature 2.5 celsius, time 1 hour. Product: Cl.NC(C1=CC=C(OC2=CC=C(C=C2)CCC(=O)N)C=C1)C(N(C)C)=O (3-{4-[4-(aminodimethylcarbamoylmethyl)-phenoxy]-phenyl}-propionamide hydrochloric acid salt). Reaction SMILES: C(OC(=O)[NH:7][CH:8]([C:14]1[CH:19]=[CH:18][C:17]([O:20][C:21]2[CH:26]=[CH:25][C:24]([CH2:27][CH2:28][C:29](=[O:31])[NH2:30])=[CH:23][CH:22]=2)=[CH:16][CH:15]=1)[C:9](=[O:13])[N:10]([CH3:12])[CH3:11])(C)(C)C.C(Cl)[Cl:34]>>[ClH:34].[NH2:7][CH:8]([C:9](=[O:13])[N:10]([CH3:11])[CH3:12])[C:14]1[CH:19]=[CH:18][C:17]([O:20][C:21]2[CH:22]=[CH:23][C:24]([CH2:27][CH2:28][C:29]([NH2:30])=[O:31])=[CH:25][CH:26]=2)=[CH:16][CH:15]=1 |f:2.3|. Procedure: The amide compound 38 (0.6 g) was dissolved in CH2Cl2 (30 mL) and cooled to 0-5° C. Hydrogen chloride gas was bubbled through this solution for 20 min. The bubbling was discontinued and the reaction mixture was stirred at room temp for 1 h. The excess HCl was degassed and the CH2Cl2 was removed. The residual solid was triturated with EtOAc (2×50 mL), decanted, and dried to yield the desired compound 39 as a white amorphous solid that was extremely hygroscopic (0.44 g, 86%). 1H NMR (400 MHz, DMSO...